Dataset: the Open Reaction Database (ORD), a public repository of structured organic reaction records. Task: describe an organic reaction: reactants, conditions, products, and yield Reactants: CC(C)(C)OC(=O)NCC1CN(c2cc(F)c3c(c2)CC(=O)N3CC2CC2)C(=O)O1, ClCCl, O=C(O)C(F)(F)F. The product is O=C(O)C(F)(F)F, NCC1CN(c2cc(F)c3c(c2)CC(=O)N3CC2CC2)C(=O)O1. RXN SMILES: [C:1]([O:2][C:3](=[O:4])[NH:7][CH2:8][CH:9]1[CH2:10][N:11]([c:15]2[cH:16][c:17]3[c:21]([c:22]([F:24])[cH:23]2)[N:20]([CH2:25][CH:26]2[CH2:27][CH2:28]2)[C:19](=[O:29])[CH2:18]3)[C:12](=[O:14])[O:13]1)([CH3:5])([CH3:6])[CH3:30].[Cl:38][CH2:39][Cl:40].[F:31][C:32]([C:33](=[O:34])[OH:35])([F:36])[F:37]>>[F:31][C:32]([C:33](=[O:34])[OH:35])([F:36])[F:37].[NH2:7][CH2:8][CH:9]1[CH2:10][N:11]([c:15]2[cH:16][c:17]3[c:21]([c:22]([F:24])[cH:23]2)[N:20]([CH2:25][CH:26]2[CH2:27][CH2:28]2)[C:19](=[O:29])[CH2:18]3)[C:12](=[O:14])[O:13]1.